Dataset: the Open Reaction Database (ORD), a public repository of structured organic reaction records. Task: describe an organic reaction: reactants, conditions, products, and yield Reactants: NC1=CN=C(C(=N1)C#N)C1=C(C=C(C=C1)Br)F (6-amino-3-(4-bromo-2-fluorophenyl)pyrazine-2-carbonitrile), C(C)(C)(C)NS(=O)(=O)C1=C(C=CC=C1)B(O)O ((2-(N-(tert-butyl)sulfamoyl)phenyl)boronic acid). Product: NC=1N=C(C(=NC1)C1=C(C=C(C=C1)C=1C(=CC=CC1)S(=O)(=O)NC(C)(C)C)F)C#N (4′-(5-Amino-3-cyanopyrazin-2-yl)-N-tert-butyl-3′-fluorobiphenyl-2-sulfonamide). As a reaction SMILES: [NH2:1][C:2]1[N:7]=[C:6]([C:8]#[N:9])[C:5]([C:10]2[CH:15]=[CH:14][C:13](Br)=[CH:12][C:11]=2[F:17])=[N:4][CH:3]=1.[C:18]([NH:22][S:23]([C:26]1[CH:31]=[CH:30][CH:29]=[CH:28][C:27]=1B(O)O)(=[O:25])=[O:24])([CH3:21])([CH3:20])[CH3:19]>>[NH2:1][C:2]1[N:7]=[C:6]([C:8]#[N:9])[C:5]([C:10]2[CH:15]=[CH:14][C:13]([C:27]3[C:26]([S:23]([NH:22][C:18]([CH3:21])([CH3:20])[CH3:19])(=[O:24])=[O:25])=[CH:31][CH:30]=[CH:29][CH:28]=3)=[CH:12][C:11]=2[F:17])=[N:4][CH:3]=1. Reported procedure: The title compound was prepared using analogous conditions to those described in Example 6 utilizing 6-amino-3-(4-bromo-2-fluorophenyl)pyrazine-2-carbonitrile and (2-(N-(tert-butyl)sulfamoyl)phenyl)boronic acid. MS (ESI): mass calcd. for O21H20FN5O2S, 425.13; m/z found, 426.1 [M+H]+. 1H NMR (600 MHz, CDCl3) δ 8.25 (s, 1H), 8.19 (dd, J=8.0, 1.4, 1H), 7.64-7.56 (m, 2H), 7.54-7.49 (m, 1H), 7.47 (dd, J=7.9, 1.7, 1H), 7.40-7.33 (m, 2H), 1.04 (s, 9H). The reactants are Cl.COC([C@H]1NCCC1)=O (L-Proline methyl ester hydrochloride), N1N=C(C=C1)C1=CC=C(C=C1)[C@@H]1CC[C@H](CC1)CC(=O)O (Trans {4-[4-(1H-pyrazol-3-yl)phenyl]cyclohexyl}acetic acid), Cl.C(C)N=C=NCCCN(C)C (1-ethyl-3-[3-(dimethylamino)propyl]-carbodiimide hydrochloride), O.ON1N=NC2=C1C=CC=C2 (1-hydroxybenzotriazole hydrate), CN1CCOCC1 (N-methyl morpholine). The solvent is CN(C=O)C (N,N-dimethylformamide). Run at time 12 hour. Product: N1N=C(C=C1)C1=CC=C(C=C1)[C@@H]1CC[C@H](CC1)CC(=O)N1[C@H](C(=O)OC)CCC1 (Trans methyl 1-({4-[4-(1H-pyrazol-3-yl)phenyl]cyclohexyl}acetyl)-L-prolinate). Reaction SMILES: Cl.[CH3:2][O:3][C:4](=[O:10])[C@@H:5]1[CH2:9][CH2:8][CH2:7][NH:6]1.[NH:11]1[CH:15]=[CH:14][C:13]([C:16]2[CH:21]=[CH:20][C:19]([C@H:22]3[CH2:27][CH2:26][C@H:25]([CH2:28][C:29](O)=[O:30])[CH2:24][CH2:23]3)=[CH:18][CH:17]=2)=[N:12]1.Cl.C(N=C=NCCCN(C)C)C.O.ON1C2C=CC=CC=2N=N1.CN1CCOCC1>CN(C)C=O>[NH:11]1[CH:15]=[CH:14][C:13]([C:16]2[CH:21]=[CH:20][C:19]([C@H:22]3[CH2:23][CH2:24][C@H:25]([CH2:28][C:29]([N:6]4[CH2:7][CH2:8][CH2:9][C@H:5]4[C:4]([O:3][CH3:2])=[O:10])=[O:30])[CH2:26][CH2:27]3)=[CH:18][CH:17]=2)=[N:12]1 |f:0.1,3.4,5.6|. Procedure details: L-Proline methyl ester hydrochloride (0.03 g, 0.18 mmol) was added to a stirred solution of the product from Example 37C (0.05 g, 0.17 mmol), 1-ethyl-3-[3-(dimethylamino)propyl]-carbodiimide hydrochloride (0.042 g, 0.22 mmol), 1-hydroxybenzotriazole hydrate (0.03 g, 0.22 mmol) and N-methyl morpholine (0.1 mL, 0.87 mmol) in N,N-dimethylformamide (4 mL) at room temperature. The reaction was stirred at room temperature for 12 h and then quenched by addition of water. It was then extracted with ethy... Reactants: C([O-])([O-])=O.[K+].[K+] (Potassium carbonate), C(OCC1=CC=CC=C1)(=O)Cl (benzyl chlorocarbonate), ClC1=CC=C(C(=O)N2C[C@@H](CCC2)N)C=C1 ((R)-1-(p-chlorobenzoyl)-3-aminopiperidine), [Cl-].[Na+] (sodium chloride). Solvent: ClC1=CC=CC=C1 (chlorobenzene). Reaction conditions: temperature 15 celsius, time 3 hour. The product is ClC1=CC=C(C(=O)N2C[C@@H](CCC2)NC(=O)OCC2=CC=CC=C2)C=C1 ((R)-1-(p-chlorobenzoyl)-3-(benzyloxycarbonylamino)piperidine). Yield: 40.7%. As a reaction SMILES: C(=O)([O-])[O-].[K+].[K+].[C:7](Cl)(=[O:16])[O:8][CH2:9][C:10]1[CH:15]=[CH:14][CH:13]=[CH:12][CH:11]=1.[Cl:18][C:19]1[CH:33]=[CH:32][C:22]([C:23]([N:25]2[CH2:30][CH2:29][CH2:28][C@@H:27]([NH2:31])[CH2:26]2)=[O:24])=[CH:21][CH:20]=1.[Cl-].[Na+]>ClC1C=CC=CC=1>[Cl:18][C:19]1[CH:33]=[CH:32][C:22]([C:23]([N:25]2[CH2:30][CH2:29][CH2:28][C@@H:27]([NH:31][C:7]([O:8][CH2:9][C:10]3[CH:15]=[CH:14][CH:13]=[CH:12][CH:11]=3)=[O:16])[CH2:26]2)=[O:24])=[CH:21][CH:20]=1 |f:0.1.2,5.6|. Procedure details: Potassium carbonate (0.15 g) and benzyl chlorocarbonate (0.18 g) were added to the aqueous solution of (R)-1-(p-chlorobenzoyl)-3-aminopiperidine obtained in Example 14 (amount: 3 g). The mixture was stirred at 15° C. for 3 hours, and chlorobenzene (3 ml) and sodium chloride (0.5 g) were added. The mixture was stirred at 90° C. for 10 minutes. The water layer was removed, and the solvent was evaporated under reduced pressure to obtain the title compound as yellow oil (0.16 g, yield: 35%).